From a dataset of the Open Reaction Database (ORD), a public repository of structured organic reaction records. describe an organic reaction: reactants, conditions, products, and yield The reactants are methyl ester, N (ammonia), O (water), COCP(=O)O[C@H](C(=O)NC1=CC=C(C(=O)OC)C=C1)CC1=CC=CC=C1 (4-[[(S)-2-[[(Methoxy)methylphosphinyl]oxy]-1-oxo-3-phenylpropyl]amino]benzoic acid, methyl ester), C(C)(C)O (isopropanol). Solvent: CC(=O)C (acetone). Run at time 8 hour. The product is OCP(=O)O[C@H](C(=O)NC1=CC=C(C(=O)OC)C=C1)CC1=CC=CC=C1 (4-[[(S)-2-[(Hydroxymethylphosphinyl)oxy]-1-oxo-3-phenylpropyl]amino]benzoic acid, methyl ester). RXN SMILES: C[O:2][CH2:3][PH:4]([O:6][C@@H:7]([CH2:21][C:22]1[CH:27]=[CH:26][CH:25]=[CH:24][CH:23]=1)[C:8]([NH:10][C:11]1[CH:20]=[CH:19][C:14]([C:15]([O:17][CH3:18])=[O:16])=[CH:13][CH:12]=1)=[O:9])=[O:5].C(O)(C)C.N.O>CC(C)=O>[OH:2][CH2:3][PH:4]([O:6][C@@H:7]([CH2:21][C:22]1[CH:23]=[CH:24][CH:25]=[CH:26][CH:27]=1)[C:8]([NH:10][C:11]1[CH:20]=[CH:19][C:14]([C:15]([O:17][CH3:18])=[O:16])=[CH:13][CH:12]=1)=[O:9])=[O:5]. Reported procedure: The methyl ester product from part (b) (2.3 g., 5.88 mmole) is suspended in acetone (7 ml.) at room temperature. Trimethylamine is bubbled in for about 20 minutes to saturate the mixture. The reaction vessel is sealed, and the mixture is heated to about 95° and is stirred overnight. The volatiles are evaporated, and the residue is partitioned between ethyl acetate and 5% potassium bisulfate. The organic layer is washed once with brine, dried (Na2SO4), filtered, and the volatiles are evaporated t...